Dataset: the Open Reaction Database (ORD), a public repository of structured organic reaction records. Task: describe an organic reaction: reactants, conditions, products, and yield Reactants: C(C)(=O)OCC.C(C)(=O)O (ethyl acetate acetic acid), Br.ClC1=CC=C(C=C1)C1(C(SC2=NC3=C(N21)C=CC=C3)CC(=O)O)O (3-(p-Chlorophenyl)-2,3,-dihydro-3-hydroxythiazolo[3,2-a]benzimidazol-2-acetic acid, hydrobromide), CS(=O)(=O)O (methanesulphonic acid), C(C)(=O)OCC.C(C)(=O)O (ethyl acetate acetic acid). Run in O (water). Conditions: time 8 hour. Product: ClC1=CC=C(C=C1)C1=C(SC2=NC3=C(N21)C=CC=C3)CC(=O)O (3-(p-Chlorophenyl)thiazolo[3,2-a]benzimidazol-2- acetic acid). The yield is 96.6%. Reaction SMILES: Br.[Cl:2][C:3]1[CH:8]=[CH:7][C:6]([C:9]2(O)[N:16]3[C:12](=[N:13][C:14]4[CH:20]=[CH:19][CH:18]=[CH:17][C:15]=43)[S:11][CH:10]2[CH2:21][C:22]([OH:24])=[O:23])=[CH:5][CH:4]=1.CS(O)(=O)=O.C(OCC)(=O)C.C(O)(=O)C>O>[Cl:2][C:3]1[CH:8]=[CH:7][C:6]([C:9]2[N:16]3[C:12](=[N:13][C:14]4[CH:20]=[CH:19][CH:18]=[CH:17][C:15]=43)[S:11][C:10]=2[CH2:21][C:22]([OH:24])=[O:23])=[CH:5][CH:4]=1 |f:0.1,3.4|. Procedure details: A mixture of 100 g of 3-(p-Chlorophenyl)-2,3,-dihydro-3-hydroxythiazolo[3,2-a]benzimidazol-2-acetic acid, hydrobromide and 200 ml of methanesulphonic acid was stirred overnight in a 500 ml round bottom flask. Thin layer chromatography on silica plates (solvent ethyl acetate/acetic acid) indicated rapid formation of an intermediate. After 20 hours at room temperature thin layer chromatography (silica plates, ethyl acetate/acetic acid) showed the presence of a single component. The mixture was pou... Reactants: [Br-].[Br-].C1(=CC=CC=C1)P(C1=CC=CC=C1)C1=CC=CC=C1 (Triphenylphosphane dibromide), [Br-] (bromide), O1C=C(C2=C1C=CC=C2)CCO (2-(benzofuran-3-yl)ethanol). The solvent is C1CCCCC1 (cyclohexane), C(C)#N (acetonitrile), C(C)#N (acetonitrile), O (water). Reaction conditions: time 12 hour. Product: BrCCC1=COC2=C1C=CC=C2 (3-(2-Bromoethyl)benzofuran). Reaction SMILES: [Br-:1].[Br-].C1(P(C2C=CC=CC=2)C2C=CC=CC=2)C=CC=CC=1.[O:22]1[C:26]2[CH:27]=[CH:28][CH:29]=[CH:30][C:25]=2[C:24]([CH2:31][CH2:32]O)=[CH:23]1.[Br-]>C1CCCCC1.C(#N)C.O>[Br:1][CH2:32][CH2:31][C:24]1[C:25]2[CH:30]=[CH:29][CH:28]=[CH:27][C:26]=2[O:22][CH:23]=1 |f:0.1.2|. Procedure details: Triphenylphosphane dibromide (5.52 g, 14.41 mmol) was suspended in abs. acetonitrile (15 ml) under argon, the suspension was brought to 19° C. in a water batch and 2-(benzofuran-3-yl)ethanol (2.11 g, 13.1 mmol), dissolved in abs. acetonitrile (7 ml) was added in the course of 15 min. During the addition the temperature of the reaction mixture was kept between 19 and 21° C. The mixture was then left to stand for 12 h without further cooling. The triphenylphosphane which had precipitated out durin... Reactants: CC(=O)OC(C)C(=O)N1CCC(CCn2c(Sc3nc4cccc(Cl)c4s3)nc3c(N)ncnc32)CC1, CO, [K+], [K+], O=C([O-])[O-]. Yields the product CC(O)C(=O)N1CCC(CCn2c(Sc3nc4cccc(Cl)c4s3)nc3c(N)ncnc32)CC1. As a reaction SMILES: [C:1](=[O:2])([CH3:3])[O:4][CH:5]([C:6](=[O:7])[N:8]1[CH2:9][CH2:10][CH:11]([CH2:14][CH2:15][n:16]2[c:17]3[n:18][cH:19][n:20][c:21]([NH2:36])[c:22]3[n:23][c:24]2[S:25][c:26]2[s:27][c:28]3[c:29]([n:30]2)[cH:31][cH:32][cH:33][c:34]3[Cl:35])[CH2:12][CH2:13]1)[CH3:37].[CH3:44][OH:45].[K+:38].[K+:39].[O-:40][C:41]([O-:42])=[O:43]>>[OH:4][CH:5]([C:6](=[O:7])[N:8]1[CH2:9][CH2:10][CH:11]([CH2:14][CH2:15][n:16]2[c:17]3[n:18][cH:19][n:20][c:21]([NH2:36])[c:22]3[n:23][c:24]2[S:25][c:26]2[s:27][c:28]3[c:29]([n:30]2)[cH:31][cH:32][cH:33][c:34]3[Cl:35])[CH2:12][CH2:13]1)[CH3:37]. The yield is 88.6%. Reaction SMILES: [F:1][C:2]([F:31])([F:30])[C:3]1[CH:4]=[C:5]([CH:23]=[C:24]([C:26]([F:29])([F:28])[F:27])[CH:25]=1)[CH2:6][N:7]1[CH2:14][CH2:13][CH2:12][NH:11][C:10]2[N:15]=[C:16]([S:20][CH3:21])[N:17]=[C:18](Cl)[C:9]=2[C:8]1=[O:22].[CH3:32][O:33][C:34]1[CH:39]=[CH:38][CH:37]=[CH:36][C:35]=1OB(O)O>>[F:1][C:2]([F:31])([F:30])[C:3]1[CH:4]=[C:5]([CH:23]=[C:24]([C:26]([F:29])([F:28])[F:27])[CH:25]=1)[CH2:6][N:7]1[CH2:14][CH2:13][CH2:12][NH:11][C:10]2[N:15]=[C:16]([S:20][CH3:21])[N:17]=[C:18]([C:35]3[CH:36]=[CH:37][CH:38]=[CH:39][C:34]=3[O:33][CH3:32])[C:9]=2[C:8]1=[O:22]. Procedure details: In a similar manner to Reference Example 10, 6-[3,5-bis(trifluoromethyl)benzyl]-4-chloro-5,6,7,8,9,10-hexahydro-2-(methylthio)-5-oxopyrimido[4,5-b][1,5]diazocine (Compound of Reference Example 7; 2.43 g) was reacted with 2-methoxyphenylboric acid (912 mg) to obtain 6-[3,5-bis(trifluoromethyl)benzyl]-5,6,7,8,9,10-hexahydro-4-(2-methoxyphenyl)-2-(methylthio)-5-oxopyrimido[4,5-b][1,5]diazocine (2.47 g, 89%). Starting materials: FC(C=1C=C(CN2C(C3=C(NCCC2)N=C(N=C3Cl)SC)=O)C=C(C1)C(F)(F)F)(F)F (6-[3,5-bis(trifluoromethyl)benzyl]-4-chloro-5,6,7,8,9,10-hexahydro-2-(methylthio)-5-oxopyrimido[4,5-b][1,5]diazocine), COC1=C(C=CC=C1)OB(O)O (2-methoxyphenylboric acid). Yields the product FC(C=1C=C(CN2C(C3=C(NCCC2)N=C(N=C3C3=C(C=CC=C3)OC)SC)=O)C=C(C1)C(F)(F)F)(F)F (6-[3,5-bis(trifluoromethyl)benzyl]-5,6,7,8,9,10-hexahydro-4-(2-methoxyphenyl)-2-(methylthio)-5-oxopyrimido[4,5-b][1,5]diazocine).